Dataset: the Open Reaction Database (ORD), a public repository of structured organic reaction records. Task: describe an organic reaction: reactants, conditions, products, and yield Reactants: O=C1OC2(CCN(C(=O)c3c[nH]c4cc(Cl)ccc34)CC2)c2ccc(Br)cc21, O=C(Cl)c1cc(F)cc(F)c1. Product: O=C1OC2(CCN(C(=O)c3cn(C(=O)c4cc(F)cc(F)c4)c4cc(Cl)ccc34)CC2)c2ccc(Br)cc21. As a reaction SMILES: [Br:1][c:2]1[cH:3][c:4]2[c:5]([cH:27][cH:28]1)[C:6]1([O:7][C:8]2=[O:9])[CH2:10][CH2:11][N:12]([C:15](=[O:16])[c:17]2[cH:18][nH:19][c:20]3[cH:21][c:22]([Cl:26])[cH:23][cH:24][c:25]23)[CH2:13][CH2:14]1.[F:29][c:30]1[cH:31][c:32]([C:33](=[O:34])[Cl:35])[cH:36][c:37]([F:39])[cH:38]1>>[Br:1][c:2]1[cH:3][c:4]2[c:5]([cH:27][cH:28]1)[C:6]1([O:7][C:8]2=[O:9])[CH2:10][CH2:11][N:12]([C:15](=[O:16])[c:17]2[cH:18][n:19]([C:33]([c:32]3[cH:31][c:30]([F:29])[cH:38][c:37]([F:39])[cH:36]3)=[O:34])[c:20]3[cH:21][c:22]([Cl:26])[cH:23][cH:24][c:25]23)[CH2:13][CH2:14]1. Reactants: C(C(=C)CC(=O)OC)(=O)OC (dimethyl itaconate), C(C1=CC=CC=C1)N (benzylamine). Run in CO (methanol). Yields the product C(C1=CC=CC=C1)N1C(CC(C1)C(=O)OC)=O (Methyl 1-benzyl-2-oxo-4-pyrrolidylcarboxylate), solid. The yield is 89.0%. Reaction SMILES: [C:1]([O:10][CH3:11])(=[O:9])[C:2]([CH2:4][C:5](OC)=[O:6])=[CH2:3].[CH2:12]([NH2:19])[C:13]1[CH:18]=[CH:17][CH:16]=[CH:15][CH:14]=1>CO>[CH2:12]([N:19]1[CH2:3][CH:2]([C:1]([O:10][CH3:11])=[O:9])[CH2:4][C:5]1=[O:6])[C:13]1[CH:18]=[CH:17][CH:16]=[CH:15][CH:14]=1. Procedure details: A solution of dimethyl itaconate (50 g, 0.32 mole) in methanol (40 ml) was treated with benzylamine (34.6 ml, 0.32 mole) and the mixture heated under reflux for 2.5h. The solution was then concentrated in vacuo and the residue purified by distillation (b.p. 162°-170° C.0.2 mm) to give a pale yellow oil. This solidified on standing to give the title compound (D10) as a beige solid (66.2 g, 89%), m.p. 62°-63° C. Starting materials: N(=[N+]=[N-])C[C@@H]1CN(CCC1)C(=O)OC(C)(C)C ((3S)-3-azidomethyl-1-(tert-butoxycarbonyl)piperidine), C1(=CC=CC=C1)P(C1=CC=CC=C1)C1=CC=CC=C1 (triphenylphosphine), Cl (hydrochloric acid). The solvent is O1CCCC1 (tetrahydrofuran). Conditions: time 45 minute. Product: NC[C@@H]1CN(CCC1)C(=O)OC(C)(C)C ((3R)-3-aminomethyl-1-(tert-butoxycarbonyl)piperidine). The yield is 92.9%. As a reaction SMILES: [N:1]([CH2:4][C@H:5]1[CH2:10][CH2:9][CH2:8][N:7]([C:11]([O:13][C:14]([CH3:17])([CH3:16])[CH3:15])=[O:12])[CH2:6]1)=[N+]=[N-].C1(P(C2C=CC=CC=2)C2C=CC=CC=2)C=CC=CC=1.Cl>O1CCCC1>[NH2:1][CH2:4][C@H:5]1[CH2:10][CH2:9][CH2:8][N:7]([C:11]([O:13][C:14]([CH3:17])([CH3:16])[CH3:15])=[O:12])[CH2:6]1. Procedure details: To a solution of 600 mg of (3S)-3-azidomethyl-1-(tert-butoxycarbonyl)piperidine in 12.5 ml of 20% hydrous tetrahydrofuran, 622 mg of triphenylphosphine was added at room temperature, followed by 45 minutes' refluxing under heating. The reaction liquid was rendered acidic by addition of 0.5 N hydrochloric acid, and successively washed with chloroform and ethyl acetate. Then 4N aqueous sodium hydroxide solution was added to the aqueous layer to render the latter basic, followed by extraction with ... The reactants are C[O-].[Li+] (lithium methoxide), Cl (hydrochloric acid), C(C)(=O)C1=CC=C(C=C1)S(=O)(=O)NC1=NOC(=C1)C (4-Acetyl-N-(5-methylisoxazole-3-yl)benzenesulfonamide), COC1=CC(=C(C=O)C=C1C=1SC=CC1)OCCN1CCOCC1 (4-methoxy-2-(2-morpholin-4-ylethoxy)-5-thien-2-ylbenzaldehyde). Solvent: CN(C=O)C.CO (dimethylformamide methanol), O (water). Reaction conditions: time 1 hour. Yields the product Cl.COC1=CC(=C(C=C1C=1SC=CC1)/C=C/C(=O)C1=CC=C(C=C1)S(=O)(=O)NC1=NOC(=C1)C)OCCN1CCOCC1 (4-{3E-[4-Methoxy-2-(2-morpholin-4-yl-ethoxy)-5-thien-2-ylphenyl]acryloyl}-N-(5-methyl-isoxazol-3-yl)benzenesulfonamide hydrochloride). The yield is 88.0%. As a reaction SMILES: [C:1]([C:4]1[CH:9]=[CH:8][C:7]([S:10]([NH:13][C:14]2[CH:18]=[C:17]([CH3:19])[O:16][N:15]=2)(=[O:12])=[O:11])=[CH:6][CH:5]=1)(=[O:3])[CH3:2].[CH3:20][O:21][C:22]1[C:29]([C:30]2[S:31][CH:32]=[CH:33][CH:34]=2)=[CH:28][C:25]([CH:26]=O)=[C:24]([O:35][CH2:36][CH2:37][N:38]2[CH2:43][CH2:42][O:41][CH2:40][CH2:39]2)[CH:23]=1.C[O-].[Li+].[ClH:47]>CN(C)C=O.CO.O>[ClH:47].[CH3:20][O:21][C:22]1[C:29]([C:30]2[S:31][CH:32]=[CH:33][CH:34]=2)=[CH:28][C:25](/[CH:26]=[CH:2]/[C:1]([C:4]2[CH:5]=[CH:6][C:7]([S:10]([NH:13][C:14]3[CH:18]=[C:17]([CH3:19])[O:16][N:15]=3)(=[O:11])=[O:12])=[CH:8][CH:9]=2)=[O:3])=[C:24]([O:35][CH2:36][CH2:37][N:38]2[CH2:39][CH2:40][O:41][CH2:42][CH2:43]2)[CH:23]=1 |f:2.3,5.6,8.9|. Procedure details: 4-Acetyl-N-(5-methylisoxazole-3-yl)benzenesulfonamide (Ex-1B, 0.30 g, 0.86 mmol) and 4-methoxy-2-(2-morpholin-4-ylethoxy)-5-thien-2-ylbenzaldehyde (Ex-14A, 0.24 g, 0.86 mmol) were dissolved in a dimethylformamide-methanol solution (6.0 mL, 7:3). After complete dissolution, lithium methoxide (0.13 g, 3.4 mmol) was added and the resulting orange slurry was stirred in the dark at room temperature for 1 h. Upon completion, as determined by HPLC, the mixture was diluted with water (8.0 mL), acidified... Reactants: OCC=1NC=C(C(C1)=O)OCC1=CC=CC=C1 (2-(hydroxymethyl)-5-[(phenylmethyl)oxy]-4-oxo-1,4-dihydropyridine), S(=O)(Cl)Cl (thionyl chloride). Run in C(Cl)(Cl)Cl (chloroform). Conditions: temperature 0 celsius, time 5 minute. The product is Cl.ClCC=1NC=C(C(C1)=O)OCC1=CC=CC=C1 (2-(Chloromethyl)-5-[(phenylmethyl)oxy]-4-oxo-1,4-dihydropyridine hydrochloride). As a reaction SMILES: O[CH2:2][C:3]1[NH:4][CH:5]=[C:6]([O:10][CH2:11][C:12]2[CH:17]=[CH:16][CH:15]=[CH:14][CH:13]=2)[C:7](=[O:9])[CH:8]=1.S(Cl)([Cl:20])=O>C(Cl)(Cl)Cl>[ClH:20].[Cl:20][CH2:2][C:3]1[NH:4][CH:5]=[C:6]([O:10][CH2:11][C:12]2[CH:17]=[CH:16][CH:15]=[CH:14][CH:13]=2)[C:7](=[O:9])[CH:8]=1 |f:3.4|. Procedure details: A suspension of 2-(hydroxymethyl)-5-[(phenylmethyl)oxy]-4-oxo-1,4-dihydropyridine (3 g, 12.99 mmole) in chloroform (15 ml) was cooled to 0° C. under argon and treated with thionyl chloride (6.1 ml, 83.62 mmole). Within several minutes, a homogeneous solution was obtained. After stirring an additional 5 minutes, a cream colored solid precipitated. The cooling bath was removed, and the mixture was heated at reflux for 45 minutes. The mixture was cooled to 0° C. and the white suspended material was... Starting materials: BrC1=NC=C(C=C1)Br (2,5-dibromopyridine), C(=O)NCC#C (N-formylpropargylamine). The reagents and catalysts are Cl[Pd]([P](C1=CC=CC=C1)(C2=CC=CC=C2)C3=CC=CC=C3)([P](C4=CC=CC=C4)(C5=CC=CC=C5)C6=CC=CC=C6)Cl (PdCl2(PPh3)2), [Cu]I (CuI). Run in C(C)(C)NC(C)C (diisopropylamine). Run at temperature 70 celsius, time 3 hour. The product is C(=O)NCC#CC=1C=CC(=NC1)C#CCNC=O (N-(3-{5-[3-(Formamido)prop-1-ynyl]pyridin-2-yl}prop-2-ynyl)formamide). Isolated yield 93.7%. Reaction SMILES: Br[C:2]1[CH:7]=[CH:6][C:5](Br)=[CH:4][N:3]=1.[CH:9]([NH:11][CH2:12][C:13]#[CH:14])=[O:10]>C(NC(C)C)(C)C.Cl[Pd](Cl)([P](C1C=CC=CC=1)(C1C=CC=CC=1)C1C=CC=CC=1)[P](C1C=CC=CC=1)(C1C=CC=CC=1)C1C=CC=CC=1.[Cu]I>[CH:9]([NH:11][CH2:12][C:13]#[C:14][C:5]1[CH:6]=[CH:7][C:2]([C:14]#[C:13][CH2:12][NH:11][CH:9]=[O:10])=[N:3][CH:4]=1)=[O:10] |^1:24,43|. Procedure details: A mixture of 2,5-dibromopyridine (100 g), N-formylpropargylamine (87.7 g), PdCl2(PPh3)2 (2.96 g), and CuI (0.2 g) in diisopropylamine (3 L) was heated at 70° C. for 6 h under a nitrogen atmosphere. The mixture was cooled to 20-22° C. and filtered. The cake was dried and then slurried in water (3 L) at 0-5° C. for 3 h. The slurry was filtered, and the cake was dried to afford 95.4 g of the title compound 9-1. Reactants: Intermediate 7, O=C(CC1C(CCCC1)=O)C (2-(2-oxopropyl)cyclohexanone), NC1=CC=C(C(=O)O)C=C1 (4-aminobenzoic acid). Product: CC1N(C2CCCCC2C1)C1=CC=C(C(=O)O)C=C1 (4-(2-methyloctahydro-1H-indol-1-yl)benzoic acid). Isolated yield 65.0%. RXN SMILES: O=[C:2]([CH3:11])[CH2:3][CH:4]1[CH2:9][CH2:8][CH2:7][CH2:6][C:5]1=O.[NH2:12][C:13]1[CH:21]=[CH:20][C:16]([C:17]([OH:19])=[O:18])=[CH:15][CH:14]=1>>[CH3:11][CH:2]1[CH2:3][CH:4]2[CH:5]([CH2:6][CH2:7][CH2:8][CH2:9]2)[N:12]1[C:13]1[CH:21]=[CH:20][C:16]([C:17]([OH:19])=[O:18])=[CH:15][CH:14]=1. Procedure: Following the general methods as outlined under Intermediate 7, starting from 2-(2-oxopropyl)cyclohexanone and 4-aminobenzoic acid, the title compound was isolated in 65% yield (98% purity by HPLC). MS(ESI+): 256.4; MS(ESI−): 254.4. The reactants are [C@H]12CN(C[C@H](CC1)O2)C=2C=C(N)C=CC2 (3-((1R,5S)-8-oxa-3-azabicyclo[3.2.1]octan-3-yl)aniline), ClC=1N=C(C2=C(N1)SC=N2)Cl (5,7-dichlorothiazolo[5,4-d]pyrimidine), CCN(C(C)C)C(C)C (DIPEA). Solvent: CS(=O)C (DMSO), O (water). Conditions: temperature 30 celsius. Product: [C@H]12CN(C[C@H](CC1)O2)C=2C=C(C=CC2)NC=2C1=C(N=C(N2)Cl)SC=N1 (N-(3-((1R,5S)-8-oxa-3-azabicyclo[3.2.1]octan-3-yl)phenyl)-5-chlorothiazolo[5,4-d]pyrimidin-7-amine). Yield: 84.7%. RXN SMILES: [C@@H:1]12[O:8][C@@H:5]([CH2:6][CH2:7]1)[CH2:4][N:3]([C:9]1[CH:10]=[C:11]([CH:13]=[CH:14][CH:15]=1)[NH2:12])[CH2:2]2.[Cl:16][C:17]1[N:18]=[C:19](Cl)[C:20]2[N:25]=[CH:24][S:23][C:21]=2[N:22]=1.CCN(C(C)C)C(C)C>CS(C)=O.O>[C@@H:1]12[O:8][C@@H:5]([CH2:6][CH2:7]1)[CH2:4][N:3]([C:9]1[CH:10]=[C:11]([NH:12][C:19]3[C:20]4[N:25]=[CH:24][S:23][C:21]=4[N:22]=[C:17]([Cl:16])[N:18]=3)[CH:13]=[CH:14][CH:15]=1)[CH2:2]2. Procedure details: The mixture of 3-((1R,5S)-8-oxa-3-azabicyclo[3.2.1]octan-3-yl)aniline (0.061 g, 0.3 mmol), 5,7-dichlorothiazolo[5,4-d]pyrimidine (0.061 g, 0.3 mmol) and DIPEA (0.046 g, 0.36 mmol) in DMSO (10 mL) was heated to 30° C. for 2 h. Then it was diluted with water and extracted with ethyl acetate (3×10 mL), the organics were dried and concentrated. The residue was purified by column chromatography (silica gel, 200˜300 mesh, eluting with MeOH:DCM=1:80) to afford N-(3-((1R,5S)-8-oxa-3-azabicyclo[3.2.1]oct... Starting materials: N[C@H](CO)C1=CC=C(C=C1)C1=CC=CC=C1 ((S)-2-amino-2-(biphenyl-4-yl)ethanol), C1=CN(C=N1)C(=O)N2C=CN=C2 (CDI). Solvent: C(=O)(O)[O-].[Na+] (NaHCO3), C1CCOC1 (THF). Conditions: time 2 hour. The product is C1(=CC=C(C=C1)[C@@H]1NC(OC1)=O)C1=CC=CC=C1 ((S)-4-(biphenyl-4-yl)oxazolidin-2-one). Yield: 81.3%. RXN SMILES: [NH2:1][C@@H:2]([C:5]1[CH:10]=[CH:9][C:8]([C:11]2[CH:16]=[CH:15][CH:14]=[CH:13][CH:12]=2)=[CH:7][CH:6]=1)[CH2:3][OH:4].C1N=CN([C:22](N2C=NC=C2)=[O:23])C=1>C1COCC1.C([O-])(O)=O.[Na+]>[C:8]1([C:11]2[CH:16]=[CH:15][CH:14]=[CH:13][CH:12]=2)[CH:9]=[CH:10][C:5]([C@H:2]2[CH2:3][O:4][C:22](=[O:23])[NH:1]2)=[CH:6][CH:7]=1 |f:3.4|. Procedure details: To a solution of (S)-2-amino-2-(biphenyl-4-yl)ethanol (171 mg, 0.802 mmol) in THF (12 mL) under argon atmosphere was added CDI (132 mg, 0.814 mmol). The solution was stirred at room temperature for 2 hours. The mixture was diluted with saturated aqueous NaHCO3 solution (40 mL) and extracted with EtOAc (2×30 mL). The combined organic layers were washed with 0.5M aqueous HCl solution (30 mL), brine (40 mL), dried over sodium sulfate, filtered off and concentrated under reduced pressure. The residu... Reactants: N1=CC=C(C=C1)N1CCC(CC1)NN1C(CN(CC1)S(=O)(=O)C1=CC=C(C=C1)C=C)=O (1-{[1-(4-pyridinyl)-4-piperidinyl]amino}-4-(4-vinylbenzenesulfonyl)-2-piperazinone), C=O (formaldehyde), [OH-].[Na+] (sodium hydroxide). Solvent: aqueous solution, C(=O)O (formic acid). The product is CN(N1C(CN(CC1)S(=O)(=O)C1=CC=C(C=C1)C=C)=O)C1CCN(CC1)C1=CC=NC=C1 (1-{Methyl[1-(4-pyridinyl)-4-piperidinyl]amino}-4-(4-vinylbenzenesulfonyl)-2-piperazinone). The yield is 75.0%. As a reaction SMILES: [N:1]1[CH:6]=[CH:5][C:4]([N:7]2[CH2:12][CH2:11][CH:10]([NH:13][N:14]3[CH2:19][CH2:18][N:17]([S:20]([C:23]4[CH:28]=[CH:27][C:26]([CH:29]=[CH2:30])=[CH:25][CH:24]=4)(=[O:22])=[O:21])[CH2:16][C:15]3=[O:31])[CH2:9][CH2:8]2)=[CH:3][CH:2]=1.[OH-].[Na+].[CH2:34]=O>C(O)=O>[CH3:34][N:13]([CH:10]1[CH2:11][CH2:12][N:7]([C:4]2[CH:5]=[CH:6][N:1]=[CH:2][CH:3]=2)[CH2:8][CH2:9]1)[N:14]1[CH2:19][CH2:18][N:17]([S:20]([C:23]2[CH:24]=[CH:25][C:26]([CH:29]=[CH2:30])=[CH:27][CH:28]=2)(=[O:22])=[O:21])[CH2:16][C:15]1=[O:31] |f:1.2|. Procedure details: 1-{[1-(4-pyridinyl)-4-piperidinyl]amino}-4-(4-vinylbenzenesulfonyl)-2-piperazinone (180 mg) was dissolved in a 37% aqueous solution of formaldehyde (11 ml and formic acid (5 ml) and refluxed for 2 hours. The reaction mixture was cooled and made alkaline by adding an aqueous solution of sodium hydroxide, extracted with dichloromethane, dried and concentrated. The residue was purified by a column chromatography (dichloromethane: 10% aqueous ammonia-containing methanol=20:1) and crystallized from e...